The task is: describe an organic reaction: reactants, conditions, products, and yield. This data is from the Open Reaction Database (ORD), a public repository of structured organic reaction records. The reactants are NC=1C(=CC(=NC1)N(C)C)C(=O)O (5-Amino-2-(N,N-dimethylamino)-pyridine-4-carboxylic acid), C(C)(=O)O.C(=N)N (formamidine acetate). Run in C(C)(=O)O (acetic acid). The product is CN(C)C1=CC2=C(N=CNC2=O)C=N1 (6-(N,N-Dimethylamino)-pyrido[3,4-d]pyrimidin-4-one). Isolated yield 44.1%. As a reaction SMILES: [NH2:1][C:2]1[C:3]([C:11]([OH:13])=O)=[CH:4][C:5]([N:8]([CH3:10])[CH3:9])=[N:6][CH:7]=1.C(O)(=O)C.[CH:18](N)=[NH:19]>C(O)(=O)C>[CH3:10][N:8]([C:5]1[N:6]=[CH:7][C:2]2[N:1]=[CH:18][NH:19][C:11](=[O:13])[C:3]=2[CH:4]=1)[CH3:9] |f:1.2|. Procedure: 5-Amino-2-(N,N-dimethylamino)-pyridine-4-carboxylic acid (0.54 g) was treated with formamidine acetate (3.12 g) in glacial acetic acid (20 ml) and heated at reflux for 16 hours. The mixture was cooled, evaporated to dryness in vacuo and partitioned between ethyl acetate and water. The organic phase was separated, dried over magnesium sulphate and concentrated in vacuo to give, after chromatography on silica, the title compound (0.25 g); δH CDCl3 9.10(1H,d), 8.80(1H,s), 8.31(1H,s), 7.07(1H,s), 3.... The reactants are [N+](=O)([O-])C1=CC=C(C(=O)O[C@@H](C2=CC=CC=C2)[C@@H]2NC(COC2)=O)C=C1 ((S)-((3R)-5-Oxomorpholin-3-yl)(phenyl)methyl 4-nitrobenzoate), ClCCl (dichloromethane), C([O-])([O-])=O.[K+].[K+] (potassium carbonate). The solvent is C(C)O (ethanol). Reaction conditions: time 2 hour. Yields the product O[C@H]([C@H]1COCC(N1)=O)C1=CC=CC=C1 ((5R)-5-((S)-Hydroxy(phenyl)methyl)morpholin-3-one). The yield is 87.4%. RXN SMILES: [N+](C1C=CC(C([O:10][C@H:11]([C@H:18]2[CH2:23][O:22][CH2:21][C:20](=[O:24])[NH:19]2)[C:12]2[CH:17]=[CH:16][CH:15]=[CH:14][CH:13]=2)=O)=CC=1)([O-])=O.ClCCl.C(=O)([O-])[O-].[K+].[K+]>C(O)C>[OH:10][C@@H:11]([C:12]1[CH:13]=[CH:14][CH:15]=[CH:16][CH:17]=1)[C@@H:18]1[NH:19][C:20](=[O:24])[CH2:21][O:22][CH2:23]1 |f:2.3.4|. Procedure: (S)-((3R)-5-Oxomorpholin-3-yl)(phenyl)methyl 4-nitrobenzoate (Preparation 7, 1.2 g) is treated with dichloromethane (10 mL), ethanol (30 mL) and potassium carbonate (1.0 g). After 2 h, the reaction mixture is filtered and the filtered solid is triturated with ethanol-dichloromethane (3:1 v:v, 3×30 mL). The filtrates are combined and concentrated under reduced pressure. The resulting residue is adsorbed onto silica gel and purified by flash column chromatography (methanol/CH2Cl2, 1-6%) to afford ...